The task is: describe an organic reaction: reactants, conditions, products, and yield. This data is from the Open Reaction Database (ORD), a public repository of structured organic reaction records. The reactants are N1([C@H](C(=O)N[C@H](CC2=CNC3=CC=CC=C23)C(=O)N[C@@H](CC2=CC=CC=C2)C(=O)N[C@H](CC2=CNC3=CC=CC=C23)C(=O)N[C@@H](CC(C)C)C(=O)N[C@@H](CCSC)C(=O)N)CCC1)C(=O)OC(C)(C)C (BocPro-DTrp-Phe-DTrp-Leu-MetNH2), FC(C(=O)O)(F)F (trifluoroacetic acid), C(C)(S)S (ethanedithiol), CSC (dimethylsulfide). Conditions: temperature 0 celsius, time 1 hour. The product is phosphate salt, N1[C@H](C(=O)N[C@H](CC2=CNC3=CC=CC=C23)C(=O)N[C@@H](CC2=CC=CC=C2)C(=O)N[C@H](CC2=CNC3=CC=CC=C23)C(=O)N[C@@H](CC(C)C)C(=O)N[C@@H](CCSC)C(=O)N)CCCC1 (HPro-DTrp-Phe-DTrp-Leu-MetNH2). RXN SMILES: [N:1]1(C(OC(C)(C)C)=O)C[CH2:62][CH2:61][C@H:2]1[C:3]([NH:5][C@@H:6]([C:17]([NH:19][C@H:20]([C:28]([NH:30][C@@H:31]([C:42]([NH:44][C@H:45]([C:50]([NH:52][C@H:53]([C:58]([NH2:60])=[O:59])[CH2:54]CSC)=[O:51])[CH2:46][CH:47]([CH3:49])[CH3:48])=[O:43])[CH2:32][C:33]1[C:41]2[C:36](=[CH:37][CH:38]=[CH:39][CH:40]=2)[NH:35][CH:34]=1)=[O:29])[CH2:21][C:22]1[CH:27]=[CH:26][CH:25]=[CH:24][CH:23]=1)=[O:18])[CH2:7][C:8]1[C:16]2[C:11](=[CH:12][CH:13]=[CH:14][CH:15]=2)[NH:10][CH:9]=1)=[O:4].FC(F)(F)C(O)=O.[CH:78](S)(S)[CH3:79].[CH3:82][S:83][CH3:84]>>[NH:1]1[CH2:79][CH2:78][CH2:62][CH2:61][C@H:2]1[C:3]([NH:5][C@@H:6]([C:17]([NH:19][C@H:20]([C:28]([NH:30][C@@H:31]([C:42]([NH:44][C@H:45]([C:50]([NH:52][C@H:53]([C:58]([NH2:60])=[O:59])[CH2:54][CH2:82][S:83][CH3:84])=[O:51])[CH2:46][CH:47]([CH3:49])[CH3:48])=[O:43])[CH2:32][C:33]1[C:41]2[C:36](=[CH:37][CH:38]=[CH:39][CH:40]=2)[NH:35][CH:34]=1)=[O:29])[CH2:21][C:22]1[CH:23]=[CH:24][CH:25]=[CH:26][CH:27]=1)=[O:18])[CH2:7][C:8]1[C:16]2[C:11](=[CH:12][CH:13]=[CH:14][CH:15]=2)[NH:10][CH:9]=1)=[O:4]. Procedure: BocPro-DTrp-Phe-DTrp-Leu-MetNH2 (2.45 mmole.) was added to a solution of trifluoroacetic acid (18 ml.), dimethylsulfide (20 ml.) and ethanedithiol (1.8 ml.) with cooling to 0° C. The mixture was allowed to warm to room temperature, stirred for one hour, and stripped of volatiles. The residue was washed with hexane, then with ether, then purified by reverse phase high pressure liquid chromatography on octadecylsilated silica gel using methanol-water (75:25) containing ammonium acetate (0.2%) as e... Reactants: COC(=O)CBr, CN(C)C=O, CCOC(C)=O, Cl, COc1cc(CCN)ccc1OCc1cccc(F)c1, [I-], [K+], [K+], [K+], O=C([O-])[O-]. Yields the product Cl, COC(=O)CNCCc1ccc(OCc2cccc(F)c2)c(OC)c1. As a reaction SMILES: [CH3:29][O:30][C:31]([CH2:32][Br:33])=[O:34].[CH3:36][N:37]([CH3:38])[CH:39]=[O:40].[CH3:41][CH2:42][O:43][C:44](=[O:45])[CH3:46].[ClH:35].[F:1][c:2]1[cH:3][c:4]([CH2:5][O:6][c:7]2[c:8]([O:16][CH3:17])[cH:9][c:10]([CH2:13][CH2:14][NH2:15])[cH:11][cH:12]2)[cH:18][cH:19][cH:20]1.[I-:28].[K+:21].[K+:22].[K+:27].[O-:23][C:24]([O-:25])=[O:26]>>[ClH:35].[F:1][c:2]1[cH:3][c:4]([CH2:5][O:6][c:7]2[c:8]([O:16][CH3:17])[cH:9][c:10]([CH2:13][CH2:14][NH:15][CH2:32][C:31]([O:30][CH3:29])=[O:34])[cH:11][cH:12]2)[cH:18][cH:19][cH:20]1. The solvent is C(C)(=O)OCC (ethyl acetate), CO (methanol). Reagents/catalysts: [Pd] (palladium on carbon). The product is O=C1N(CN(C12CCNCC2)C2=CC=CC=C2)CC2=CC=C(C(=O)OC(C)(C)C)C=C2 (tert-butyl 4-((4-oxo-1-phenyl-1,3,8-triazaspiro[4.5]decan-3-yl)methyl)benzoate). Isolated yield 99.5%. RXN SMILES: [C:1]([O:5][C:6]([C:8]1[CH:41]=[CH:40][C:11]([CH2:12][N:13]2[C:17](=[O:18])[C:16]3([CH2:23][CH2:22][N:21](C(OCC4C=CC=CC=4)=O)[CH2:20][CH2:19]3)[N:15]([C:34]3[CH:39]=[CH:38][CH:37]=[CH:36][CH:35]=3)[CH2:14]2)=[CH:10][CH:9]=1)=[O:7])([CH3:4])([CH3:3])[CH3:2]>[Pd].C(OCC)(=O)C.CO>[O:18]=[C:17]1[C:16]2([CH2:23][CH2:22][NH:21][CH2:20][CH2:19]2)[N:15]([C:34]2[CH:39]=[CH:38][CH:37]=[CH:36][CH:35]=2)[CH2:14][N:13]1[CH2:12][C:11]1[CH:10]=[CH:9][C:8]([C:6]([O:5][C:1]([CH3:2])([CH3:4])[CH3:3])=[O:7])=[CH:41][CH:40]=1. Procedure: Benzyl 3-(4-(tert-butoxycarbonyl)benzyl)-4-oxo-1-phenyl-1,3,8-triazaspiro[4.5]decane-8-carboxylate (4.90 g, 8.82 mmol) and palladium on carbon (10 wt. %, wet, Degussa type E101 NE/W,) in ethyl acetate (50 mL) and methanol (50 mL) was stirred at room temperature under hydrogen (balloon) for 3 hours. The catalyst was removed by filtration and the filtrate evaporated and dried under vacuum to give product as foam (3.70 g, 99%); 1H NMR (DMSO-d6); δ1.53 (s, 9H); 2.35-2.48 (m, 2H); 2.85-2.92 (m, 2H); ... The reactants are C(C)(C)(C)OC(=O)C1=CC=C(CN2CN(C3(C2=O)CCN(CC3)C(=O)OCC3=CC=CC=C3)C3=CC=CC=C3)C=C1 (Benzyl 3-(4-(tert-butoxycarbonyl)benzyl)-4-oxo-1-phenyl-1,3,8-triazaspiro[4.5]decane-8-carboxylate). The reactants are IC1=C(C=O)C=C(C=C1)C(F)(F)F (2-Iodo-5-(trifluoromethyl)benzaldehyde), [BH4-].[Na+] (NaBH4), Cl (HCl). Run in C1CCOC1 (THF), O (water). Run at time 30 minute. Product: CH2Cl2 hexanes, IC1=C(C=C(C=C1)C(F)(F)F)CO ([2-iodo-5-(trifluoromethyl)phenyl]methanol). As a reaction SMILES: [I:1][C:2]1[CH:9]=[CH:8][C:7]([C:10]([F:13])([F:12])[F:11])=[CH:6][C:3]=1[CH:4]=[O:5].[BH4-].[Na+].Cl>C1COCC1.O>[I:1][C:2]1[CH:9]=[CH:8][C:7]([C:10]([F:12])([F:13])[F:11])=[CH:6][C:3]=1[CH2:4][OH:5] |f:1.2|. Procedure: Borane-THF (1.0M solution in THF; 94 mL; 94 mmol) was added to a stirred solution of 2-iodo-5-(trifluoromethyl)benzoic acid (2.97 g; 9.4 mmol) in THF (300 mL) at 0° C. under N2. The reaction was heated at reflux for 90 min and then carefully quenched with 6N HCl until no further gas evolution. The reaction was diluted with H2O (250 mL) and extracted with EtOAc (3×250 mL). The combined extracts were washed with brine (300 mL), dried over MgSO4, filtered, and concentrated in vacuo. The crude mater... Starting materials: C1CCOC1, COC(=O)C(C)(C)NC(=O)c1cc(Br)c2ccccc2c1OCCOc1ccc(F)cc1, CO, Cl, [Na+], [OH-]. The product is CC(C)(NC(=O)c1cc(Br)c2ccccc2c1OCCOc1ccc(F)cc1)C(=O)O. Reaction SMILES: [CH2:34]1[O:35][CH2:36][CH2:37][CH2:38]1.[CH3:1][O:2][C:3]([C:4]([CH3:5])([CH3:6])[NH:7][C:8](=[O:9])[c:10]1[c:11]([O:21][CH2:22][CH2:23][O:24][c:25]2[cH:26][cH:27][c:28]([F:31])[cH:29][cH:30]2)[c:12]2[cH:13][cH:14][cH:15][cH:16][c:17]2[c:18]([Br:20])[cH:19]1)=[O:32].[CH3:41][OH:42].[ClH:33].[Na+:40].[OH-:39]>>[O:2]=[C:3]([C:4]([CH3:5])([CH3:6])[NH:7][C:8](=[O:9])[c:10]1[c:11]([O:21][CH2:22][CH2:23][O:24][c:25]2[cH:26][cH:27][c:28]([F:31])[cH:29][cH:30]2)[c:12]2[cH:13][cH:14][cH:15][cH:16][c:17]2[c:18]([Br:20])[cH:19]1)[OH:32].